From a dataset of the Open Reaction Database (ORD), a public repository of structured organic reaction records. describe an organic reaction: reactants, conditions, products, and yield Starting materials: O=C([O-])[O-], C#CCBr, Cc1cc2cc(C3CCNCC3)ccc2o1, CO, [K+], [K+]. Yields the product C#CCN1CCC(c2ccc3oc(C)cc3c2)CC1. RXN SMILES: [C:21](=[O:22])([O-:23])[O-:24].[CH2:17]([C:18]#[CH:19])[Br:20].[CH3:1][c:2]1[o:3][c:4]2[c:5]([cH:6]1)[cH:7][c:8]([CH:11]1[CH2:12][CH2:13][NH:14][CH2:15][CH2:16]1)[cH:9][cH:10]2.[CH3:27][OH:28].[K+:25].[K+:26]>>[CH3:1][c:2]1[o:3][c:4]2[c:5]([cH:6]1)[cH:7][c:8]([CH:11]1[CH2:12][CH2:13][N:14]([CH2:19][C:18]#[CH:17])[CH2:15][CH2:16]1)[cH:9][cH:10]2. Starting materials: [NH4+].[Cl-] (NH4Cl), NC=1SC(=CC1C#N)C (2-amino-5-methyl-thiophene-3-carbonitrile), FC1=C(C=CC(=C1)Cl)[N+](=O)[O-] (2-fluoro-4-chloronitrobenzene), O.[OH-].[Li+] (lithium hydroxide monohydrate). Run in CS(=O)C (dimethylsulfoxide). Product: ClC=1C=CC(=C(C1)NC=1SC(=CC1C#N)C)[N+](=O)[O-] (2-(5-chloro-2-nitro-phenylamino)-5-methyl-thiophene-3-carbonitrile). The yield is 34.6%. Reaction SMILES: [NH2:1][C:2]1[S:3][C:4]([CH3:9])=[CH:5][C:6]=1[C:7]#[N:8].F[C:11]1[CH:16]=[C:15]([Cl:17])[CH:14]=[CH:13][C:12]=1[N+:18]([O-:20])=[O:19].O.[OH-].[Li+].[NH4+].[Cl-]>CS(C)=O>[Cl:17][C:15]1[CH:14]=[CH:13][C:12]([N+:18]([O-:20])=[O:19])=[C:11]([NH:1][C:2]2[S:3][C:4]([CH3:9])=[CH:5][C:6]=2[C:7]#[N:8])[CH:16]=1 |f:2.3.4,5.6|. Reported procedure: Dissolve 2-amino-5-methyl-thiophene-3-carbonitrile (0.79 g, 5.7 mmol) and 2-fluoro-4-chloronitrobenzene (1 g, 5.7 mmol) in dimethylsulfoxide (15 ml) and stir under nitrogen. Add lithium hydroxide monohydrate (250 mg, 6 mmol) and heat the mixture in an oil bath at 60° C. overnight. Pour the mixture into sat. NH4Cl(aq), extract into ethyl acetate, dry (MgSO4) and concentrate under reduced pressure. Chromatography on silica gel (eluent cyclohexane/ethylacetate) gives 2-(5-chloro-2-nitro-phenylamino... Reactants: BrC=1C=C2C(=NC1)NC=C2 (5-bromo-1H-pyrrolo[2,3-b]pyridine), COC(NC1=C(C(=C(C=C1)F)C=O)F)=O ((2,4-difluoro-3-formyl-phenyl)-carbamic acid methyl ester), CO (methanol), [OH-].[K+] (potassium hydroxide). Run in O (water). Run at time 8 hour. Yields the product COC(NC1=C(C(=C(C=C1)F)C(O)C1=CNC2=NC=C(C=C21)Br)F)=O ({3-[(5-bromo-1H-pyrrolo[2,3-b]pyridin-3-yl)-hydroxy-methyl]-2,4-difluoro-phenyl}-carbamic acid methyl ester). The yield is 91.2%. Reaction SMILES: [Br:1][C:2]1[CH:3]=[C:4]2[CH:10]=[CH:9][NH:8][C:5]2=[N:6][CH:7]=1.[CH3:11][O:12][C:13](=[O:25])[NH:14][C:15]1[CH:20]=[CH:19][C:18]([F:21])=[C:17]([CH:22]=[O:23])[C:16]=1[F:24].CO.[OH-].[K+]>O>[CH3:11][O:12][C:13](=[O:25])[NH:14][C:15]1[CH:20]=[CH:19][C:18]([F:21])=[C:17]([CH:22]([C:10]2[C:4]3[C:5](=[N:6][CH:7]=[C:2]([Br:1])[CH:3]=3)[NH:8][CH:9]=2)[OH:23])[C:16]=1[F:24] |f:3.4|. Reported procedure: Into a reaction flask under nitrogen, 5-bromo-1H-pyrrolo[2,3-b]pyridine (4, 1.00 g, 5.08 mmol) is combined with (2,4-difluoro-3-formyl-phenyl)-carbamic acid methyl ester (3, 1.09 g, 5.08 mmol), 10 mL of methanol and potassium hydroxide (0.41 g, 7.31 mmol). The reaction is stirred at room temperature overnight, then diluted with 30 mL of water and extracted with 1×50 mL, then 2×30 mL of ethyl acetate. The organic layers are combined, dried over magnesium sulfate, filtered and the filtrate concent... Yields the product O=C(O)CCC1CC(=O)C1. As a reaction SMILES: [CH3:16][OH:17].[Na+:15].[O:1]=[C:2]1[CH2:3][CH:4]([CH2:6][CH2:7][C:8](=[O:9])[O:10][CH2:11][CH3:12])[CH2:5]1.[OH-:14].[OH2:13]>>[O:1]=[C:2]1[CH2:3][CH:4]([CH2:6][CH2:7][C:8](=[O:9])[OH:10])[CH2:5]1. Starting materials: CO, [Na+], CCOC(=O)CCC1CC(=O)C1, [OH-], O. Starting materials: solid, C(=O)([O-])[O-].[K+].[K+] (K2CO3), C(C)(C)(C)OC(C(N)(CCC1=CC=C(C=C1)[N+](=O)[O-])C(CCNC(=O)OC(C)(C)C)=O)=O ((3-tert-Butoxycarbonylamino-propionyl)-[2-(4-nitro-phenyl)-ethyl]-α-amino-acetic acid tert-butyl ester), COC(=O)C1=CN(C2=C1C(NCC2)=S)CCC2=CC=C(C=C2)[N+](=O)[O-] (1-[2-(4-Nitro-phenyl)-ethyl]-4-thioxo-4,5,6,7-tetrahydro-1H-pyrrolo[3,2-c]pyridine-3-carboxylic acid methyl ester), CI (MeI). Run in CC(=O)C (acetone). Product: COC(=O)C1=CN(C2=C1C(=NCC2)SC)CCC2=CC=C(C=C2)[N+](=O)[O-] (4-Methylsulfanyl-1-[2-(4-nitro-phenyl)-ethyl]-6,7-dihydro-1H-pyrrolo[3,2-c]pyridine-3-carboxylic acid methyl ester). Reaction SMILES: [CH3:1][O:2][C:3]([C:5]1[C:9]2[C:10](=[S:14])[NH:11][CH2:12][CH2:13][C:8]=2[N:7]([CH2:15][CH2:16][C:17]2[CH:22]=[CH:21][C:20]([N+:23]([O-:25])=[O:24])=[CH:19][CH:18]=2)[CH:6]=1)=[O:4].CI.[C:28]([O-])([O-])=O.[K+].[K+].C(OC(=O)C(C(=O)CCNC(OC(C)(C)C)=O)(CCC1C=CC([N+]([O-])=O)=CC=1)N)(C)(C)C>CC(C)=O>[CH3:1][O:2][C:3]([C:5]1[C:9]2[C:10]([S:14][CH3:28])=[N:11][CH2:12][CH2:13][C:8]=2[N:7]([CH2:15][CH2:16][C:17]2[CH:22]=[CH:21][C:20]([N+:23]([O-:25])=[O:24])=[CH:19][CH:18]=2)[CH:6]=1)=[O:4] |f:2.3.4|. Procedure details: To a mixture of 2-(4-Nitro-phenyl)-ethylamino-acetic acid tert-butyl ester in 1 mL pyridine is added N-BOC β-alanine (0.178 mmol), and EDCI (0.214 mmol). After stirring at room temperature for 3½ hours, the pyridine is evaporated at reduced pressure. The remaining oil is taken up in ethyl acetate and washed with dilute hydrochloric acid. The organic layers are combined, dried over Na2SO4, and evaporated in vacuo yielding (3-tert-Butoxycarbonylamino-propionyl)-[2-(4-nitro-phenyl)-ethyl]-α-amino-a... Starting materials: C(CCC)[Li] (n-Butyllithium), solution, CC=1N=CN(C1)C=1C=C2C=CC(NC2=C(C1)C)=O (6-(4-methylimidazol-1-yl)-8-methyl-2-(1H)-quinolone), II (iodine), [Cl-].[NH4+] (Ammonium chloride). Run in O (water), CCCCCC (n-hexane), O1CCCC1 (tetrahydrofuran). Yields the product IC=1N(C=C(N1)C)C=1C=C2C=CC(NC2=C(C1)C)=O (6-(2-iodo-4-methylimidazol-1-yl)-8-methyl-2-(1H)-quinolone). RXN SMILES: C([Li])CCC.[CH3:6][C:7]1[N:8]=[CH:9][N:10]([C:12]2[CH:13]=[C:14]3[C:19](=[C:20]([CH3:22])[CH:21]=2)[NH:18][C:17](=[O:23])[CH:16]=[CH:15]3)[CH:11]=1.[I:24]I.[Cl-].[NH4+]>CCCCCC.O1CCCC1.O>[I:24][C:9]1[N:10]([C:12]2[CH:13]=[C:14]3[C:19](=[C:20]([CH3:22])[CH:21]=2)[NH:18][C:17](=[O:23])[CH:16]=[CH:15]3)[CH:11]=[C:7]([CH3:6])[N:8]=1 |f:3.4|. Procedure details: n-Butyllithium (2.94 cm3 of a 1.43M solution in n-hexane) was added dropwise to a stirred suspension of 6-(4-methylimidazol-1-yl)-8-methyl-2-(1H)-quinolone (0.45 g) (see Example 6) in tetrahydrofuran (THF) (25 cm3) at -70° C. under nitrogen. After one hour iodine (0.51 g) was added and the mixture warmed to room temperature over 1.5 hours. Ammonium chloride solution was added (5 cm3), and the mixture was poured into water (20 cm3). The aqueous mixture was extracted with dichloromethane (3×50 cm3...